This data is from the Open Reaction Database (ORD), a public repository of structured organic reaction records. The task is: describe an organic reaction: reactants, conditions, products, and yield The reactants are O=C([O-])[O-], COc1ccc(OC)c(S(=O)(=O)NC(=O)C(C)Br)c1, CC(C)=O, Cc1nn(-c2cc(O)c(Cl)cc2F)c(=O)n1C(F)F, Cl, [K+], [K+], O. The product is COc1ccc(OC)c(S(=O)(=O)NC(=O)C(C)Oc2cc(-n3nc(C)n(C(F)F)c3=O)c(F)cc2Cl)c1. Reaction SMILES: [C:39](=[O:40])([O-:41])[O-:42].[CH3:20][O:21][c:22]1[c:23]([S:30](=[O:31])(=[O:32])[NH:33][C:34]([CH:35]([CH3:36])[Br:37])=[O:38])[cH:24][c:25]([O:28][CH3:29])[cH:26][cH:27]1.[CH3:46][C:47](=[O:48])[CH3:49].[Cl:1][c:2]1[cH:3][c:4]([F:19])[c:5](-[n:9]2[n:10][c:11]([CH3:18])[n:12]([CH:15]([F:16])[F:17])[c:13]2=[O:14])[cH:6][c:7]1[OH:8].[ClH:45].[K+:43].[K+:44].[OH2:50]>>[Cl:1][c:2]1[cH:3][c:4]([F:19])[c:5](-[n:9]2[n:10][c:11]([CH3:18])[n:12]([CH:15]([F:16])[F:17])[c:13]2=[O:14])[cH:6][c:7]1[O:8][CH:35]([C:34]([NH:33][S:30]([c:23]1[c:22]([O:21][CH3:20])[cH:27][cH:26][c:25]([O:28][CH3:29])[cH:24]1)(=[O:31])=[O:32])=[O:38])[CH3:36]. Reactants: C(C)(C)(C)C=1N=C(SC1)C=1OC2=C(C1)C=C(C=C2)CN2C=C(C1=CC(=CC=C21)CCl)C#N (1-{[2-(4-tert-butylthiazol-2-yl)benzofuran-5-yl]methyl}-5-(chloromethyl)indole-3-carbonitrile), [I-].[K+] (potassium iodide). Run in CC(=O)C (acetone). Conditions: time 1 hour. Yields the product C(C)(C)(C)C=1N=C(SC1)C=1OC2=C(C1)C=C(C=C2)CN2C=C(C1=CC(=CC=C21)CI)C#N (1-{[2-(4-tert-butylthiazol-2-yl)benzofuran-5-yl]methyl}-5-(iodomethyl)indole-3-carbonitrile). Isolated yield 112.9%. Reaction SMILES: [C:1]([C:5]1[N:6]=[C:7]([C:10]2[O:11][C:12]3[CH:18]=[CH:17][C:16]([CH2:19][N:20]4[C:28]5[C:23](=[CH:24][C:25]([CH2:29]Cl)=[CH:26][CH:27]=5)[C:22]([C:31]#[N:32])=[CH:21]4)=[CH:15][C:13]=3[CH:14]=2)[S:8][CH:9]=1)([CH3:4])([CH3:3])[CH3:2].[I-:33].[K+]>CC(C)=O>[C:1]([C:5]1[N:6]=[C:7]([C:10]2[O:11][C:12]3[CH:18]=[CH:17][C:16]([CH2:19][N:20]4[C:28]5[C:23](=[CH:24][C:25]([CH2:29][I:33])=[CH:26][CH:27]=5)[C:22]([C:31]#[N:32])=[CH:21]4)=[CH:15][C:13]=3[CH:14]=2)[S:8][CH:9]=1)([CH3:4])([CH3:3])[CH3:2] |f:1.2|. Procedure: A mixture of 1-{[2-(4-tert-butylthiazol-2-yl)benzofuran-5-yl]methyl}-5-(chloromethyl)indole-3-carbonitrile (0.65 g) and potassium iodide (0.91 g) in acetone (5 ml) was stirred at room temperature for 1 hour. The mixture was evaporated under reduced pressure and the residue was dissolved with dichloromethane. After removal of the resulting insolble mass by filtration, and the filtrate was evaporated under reduced pressure to give 1-{[2-(4-tert-butylthiazol-2-yl)benzofuran-5-yl]methyl}-5-(iodometh... The reactants are N12CCCCCC2=NCCC1 (1,8-diazabicyclo[5.4.0]undec-7-ene), Cl (hydrochloric acid), C(CC)S(=O)(=O)C=1C(=NC=CC1)S(=O)(=O)N (3-(Propylsulfonyl)-2-pyridinesulfonamide), COC1=NC(=NC(=C1)OC)NC(OC1=CC=CC=C1)=O (phenyl (4,6-dimethoxypyrimidin-2-yl)carbamate). The solvent is C(C)#N (acetonitrile), O (water). Run at time 30 minute. Yields the product COC1=NC(=NC(=C1)OC)NC(=O)NS(=O)(=O)C1=NC=CC=C1S(=O)(=O)CCC (N-[(4,6-Dimethoxypyrimidin-2-yl)aminocarbonyl]-3-(propylsulfonyl)-2-pyridinesulfonamide). Yield: 67.3%. RXN SMILES: [CH2:1]([S:4]([C:7]1[C:8]([S:13]([NH2:16])(=[O:15])=[O:14])=[N:9][CH:10]=[CH:11][CH:12]=1)(=[O:6])=[O:5])[CH2:2][CH3:3].[CH3:17][O:18][C:19]1[CH:24]=[C:23]([O:25][CH3:26])[N:22]=[C:21]([NH:27][C:28](=O)[O:29]C2C=CC=CC=2)[N:20]=1.N12CCCN=C1CCCCC2.Cl>C(#N)C.O>[CH3:26][O:25][C:23]1[CH:24]=[C:19]([O:18][CH3:17])[N:20]=[C:21]([NH:27][C:28]([NH:16][S:13]([C:8]2[C:7]([S:4]([CH2:1][CH2:2][CH3:3])(=[O:6])=[O:5])=[CH:12][CH:11]=[CH:10][N:9]=2)(=[O:15])=[O:14])=[O:29])[N:22]=1. Procedure details: To a stirred suspension of 0.4 g (0.0015 mol) of the product from Example 4 and 0.63 g (0.0023 mol) of phenyl (4,6-dimethoxypyrimidin-2-yl)carbamate in 4 mls acetonitrile was added 0.35 g (0.0023 mol) of 1,8-diazabicyclo[5.4.0]undec-7-ene and stirred for 30 minutes. The solution was diluted with water and acidified with 1 normal hydrochloric acid. The resulting precipitate was collected and washed with water and ether to afford 0.45 g (67%) white solid: m.p. 168°-170°; NMR (CDCl3, 200 Mhz), 1.07... Starting materials: CC(C)O, CC(C)OC(OC(C)C)OC(C)C, [Na+], O=C1CCCCC1, O, O=S(=O)([O-])O. The product is CC(C)OC1=CCCCC1. Reaction SMILES: [CH:21]([OH:22])([CH3:23])[CH3:24].[CH:8]([O:9][CH:13]([CH3:14])[CH3:15])([O:16][CH:17]([CH3:18])[CH3:19])[O:20][CH:10]([CH3:11])[CH3:12].[Na+:31].[O:1]=[C:2]1[CH2:3][CH2:4][CH2:5][CH2:6][CH2:7]1.[OH2:25].[S:26]([O-:27])([OH:28])(=[O:29])=[O:30]>>[O:1]([C:2]1=[CH:3][CH2:4][CH2:5][CH2:6][CH2:7]1)[CH:10]([CH3:11])[CH3:12]. Starting materials: CCO, C1=CCC=CC1, CCOc1c(N(CCCNC(=O)OCc2ccccc2)CC(=O)OC(C)(C)C)c(=O)c1=O. Product: CC(C)(C)OC(=O)CN1CCCNc2c1c(=O)c2=O. Reaction SMILES: [CH3:39][CH2:40][OH:41].[CH:33]1=[CH:38][CH2:37][CH:36]=[CH:35][CH2:34]1.[c:1]1([CH2:2][O:3][C:4](=[O:5])[NH:10][CH2:11][CH2:12][CH2:13][N:14]([c:15]2[c:16]([O:6][CH2:7][CH3:8])[c:17](=[O:20])[c:18]2=[O:19])[CH2:24][C:25](=[O:26])[O:27][C:28]([CH3:29])([CH3:30])[CH3:31])[cH:9][cH:21][cH:22][cH:23][cH:32]1>>[NH:10]1[CH2:11][CH2:12][CH2:13][N:14]([CH2:24][C:25](=[O:26])[O:27][C:28]([CH3:29])([CH3:30])[CH3:31])[c:15]2[c:16]1[c:17](=[O:20])[c:18]2=[O:19].